Task: describe an organic reaction: reactants, conditions, products, and yield. Dataset: the Open Reaction Database (ORD), a public repository of structured organic reaction records Reactants: O1C(=CC2=C1C=CC=C2)C(=O)OC (methyl 2-benzofurancarboxylate), CC(C(=O)OC)C(CCCCCC)=O (methyl 2-methyl-3-oxononanoate), [H-].[Na+] (NaH), [NH4+].[Cl-] (NH4Cl), [Li]CCCC (n-BuLi). Solvent: C1CCOC1 (THF), C1CCOC1 (THF), C1CCOC1 (THF). Reaction conditions: temperature 0 celsius, time 10 minute. Product: O1C(=CC2=C1C=CC=C2)C2=C(C(=C(C(O2)=O)C)O)CCCCC (6-(benzofuran-2-yl)-4-hydroxy-3-methyl-5-n-pentyl-2H-pyran-2-one). RXN SMILES: [CH3:1][CH:2]([C:7](=[O:14])[CH2:8][CH2:9][CH2:10][CH2:11][CH2:12][CH3:13])[C:3]([O:5][CH3:6])=[O:4].[H-].[Na+].[Li]CCCC.[O:22]1[C:26]2[CH:27]=[CH:28][CH:29]=[CH:30][C:25]=2[CH:24]=[C:23]1C(OC)=O.[NH4+].[Cl-]>C1COCC1>[O:22]1[C:26]2[CH:27]=[CH:28][CH:29]=[CH:30][C:25]=2[CH:24]=[C:23]1[C:6]1[O:5][C:3](=[O:4])[C:2]([CH3:1])=[C:7]([OH:14])[C:8]=1[CH2:9][CH2:10][CH2:11][CH2:12][CH3:13] |f:1.2,5.6|. Procedure: A solution of methyl 2-methyl-3-oxononanoate (3.06 g) in THF (5 ml) was added to a suspension of 60% NaH (608 mg) in THF (30 ml) while cooling on ice, and the mixture was stirred at 0° C. for 10 minutes and then at room temperature for 30 minutes. The reaction solution was cooled to −78° C., 1.66 M n-BuLi (9.2 ml) was added, and the mixture was stirred at −78° C. for 30 minutes to prepare a dienolate. A solution of methyl 2-benzofurancarboxylate (1.25 g) in THF (5 ml) was added to the dienolate,... Product: CC(CCO)=C (3-methyl-3-buten-1-ol), CC(=CC=O)C (3-methyl-2-butenal). Procedure: Example 1 is repeated, except that the fine silver catalyst is replaced by a silver fraction of particle size 1.0-2.5 mm in a 100 mm deep bed. On feeding 44 l (S.T.P.) of air, 113 g of 3-methyl-3-buten-1-ol vapor and 21.5 g of steam per hour per pipe into the reactor, a maximum temperature in the catalyst of 440° C. (salt bath temperature 385° C.) gives 520 g of uncoverted 3-methyl-3-buten-1-ol and 53.6 g of 3-methyl-2-butenal, corresponding to a 3-methyl-3-buten-1-ol conversion of 54% and a sel... The reagents and catalysts are [Ag] (silver), [Ag] (silver). Starting materials: CC(CCO)=C (3-methyl-3-buten-1-ol). As a reaction SMILES: [CH3:1][C:2](=[CH2:6])[CH2:3][CH2:4][OH:5]>[Ag]>[CH3:6][C:2](=[CH2:1])[CH2:3][CH2:4][OH:5].[CH3:1][C:2]([CH3:6])=[CH:3][CH:4]=[O:5]. Reactants: COc1cc(C(=O)O)ccc1OC(C)=O, O=C(Cl)C(=O)Cl, ClCCl, CN(C)C=O. Yields the product COc1cc(C(=O)Cl)ccc1OC(C)=O. Reaction SMILES: [C:1]([CH3:2])(=[O:3])[O:4][c:5]1[c:6]([O:14][CH3:15])[cH:7][c:8]([C:9](=[O:10])[OH:11])[cH:12][cH:13]1.[Cl:16][C:17]([C:18]([Cl:19])=[O:20])=[O:21].[Cl:27][CH2:28][Cl:29].[O:22]=[CH:23][N:24]([CH3:25])[CH3:26]>>[C:1]([CH3:2])(=[O:3])[O:4][c:5]1[c:6]([O:14][CH3:15])[cH:7][c:8]([C:9](=[O:10])[Cl:16])[cH:12][cH:13]1. The product is NCC(O)C(CC(C(C)C)CC=1C=C2C(=CN(C2=CC1)C)CCCOC)NC(OC(C)(C)C)=O (tert-Butyl {1-(2-amino-1-hydroxyethyl)-3-[3-(3-methoxypropyl)-1-methyl-1H-indol-5-ylmethyl]-4-methylpentyl}carbamate). The solvent is CO (methanol). Reaction SMILES: [N:1]([CH2:4][CH:5]([CH:7]([NH:29][C:30](=[O:36])[O:31][C:32]([CH3:35])([CH3:34])[CH3:33])[CH2:8][CH:9]([CH2:13][C:14]1[CH:15]=[C:16]2[C:20](=[CH:21][CH:22]=1)[N:19]([CH3:23])[CH:18]=[C:17]2[CH2:24][CH2:25][CH2:26][O:27][CH3:28])[CH:10]([CH3:12])[CH3:11])[OH:6])=[N+]=[N-]>CO.[Pd]>[NH2:1][CH2:4][CH:5]([CH:7]([NH:29][C:30](=[O:36])[O:31][C:32]([CH3:33])([CH3:35])[CH3:34])[CH2:8][CH:9]([CH2:13][C:14]1[CH:15]=[C:16]2[C:20](=[CH:21][CH:22]=1)[N:19]([CH3:23])[CH:18]=[C:17]2[CH2:24][CH2:25][CH2:26][O:27][CH3:28])[CH:10]([CH3:11])[CH3:12])[OH:6]. The reagents and catalysts are [Pd] (Pd/C). The reactants are N(=[N+]=[N-])CC(O)C(CC(C(C)C)CC=1C=C2C(=CN(C2=CC1)C)CCCOC)NC(OC(C)(C)C)=O (tert-butyl {1-(2-azido-1-hydroxyethyl)-3-[3-(3-methoxypropyl)-1-methyl-1H-indol-5-ylmethyl]-4-methylpentyl}carbamate). Procedure: The solution of 0.51 g of tert-butyl {1-(2-azido-1-hydroxyethyl)-3-[3-(3-methoxypropyl)-1-methyl-1H-indol-5-ylmethyl]-4-methylpentyl}carbamate in 15 ml of methanol is hydrogenated in the presence of 0.11 g of 10% Pd/C over 1 hour. The reaction mixture is clarified by filtration and concentrated by evaporation. The title compound is identified on the basis of the Rf value from the residue. Reactants: ClC1=CC=C(C=N1)S(=O)(=O)N1C[C@@H](N(CC1)C1=NC=C(C=N1)C(C(F)(F)F)(C(F)(F)F)O)CN(S(=O)(=O)C)C1=CC=CC=C1 (N-(((2R)-4-((6-chloro-3-pyridinyl)sulfonyl)-1-(5-(2,2,2-trifluoro-1-hydroxy-1-(trifluoromethyl)ethyl)-2-pyrimidinyl)-2-piperazinyl)methyl)-N-phenylmethanesulfonamide), N (NH3). The solvent is CO (MeOH). Conditions: temperature 140 celsius. Product: NC1=CC=C(C=N1)S(=O)(=O)N1C[C@@H](N(CC1)C1=NC=C(C=N1)C(C(F)(F)F)(C(F)(F)F)O)CN(S(=O)(=O)C)C1=CC=CC=C1 (N-(((2R)-4-((6-amino-3-pyridinyl)sulfonyl)-1-(5-(2,2,2-trifluoro-1-hydroxy-1-(trifluoromethyl)ethyl)-2-pyrimidinyl)-2-piperazinyl)methyl)-N-phenylmethanesulfonamide). As a reaction SMILES: Cl[C:2]1[N:7]=[CH:6][C:5]([S:8]([N:11]2[CH2:16][CH2:15][N:14]([C:17]3[N:22]=[CH:21][C:20]([C:23]([OH:32])([C:28]([F:31])([F:30])[F:29])[C:24]([F:27])([F:26])[F:25])=[CH:19][N:18]=3)[C@@H:13]([CH2:33][N:34]([C:39]3[CH:44]=[CH:43][CH:42]=[CH:41][CH:40]=3)[S:35]([CH3:38])(=[O:37])=[O:36])[CH2:12]2)(=[O:10])=[O:9])=[CH:4][CH:3]=1.[NH3:45]>CO>[NH2:45][C:2]1[N:7]=[CH:6][C:5]([S:8]([N:11]2[CH2:16][CH2:15][N:14]([C:17]3[N:22]=[CH:21][C:20]([C:23]([OH:32])([C:28]([F:31])([F:30])[F:29])[C:24]([F:27])([F:26])[F:25])=[CH:19][N:18]=3)[C@@H:13]([CH2:33][N:34]([C:39]3[CH:44]=[CH:43][CH:42]=[CH:41][CH:40]=3)[S:35]([CH3:38])(=[O:37])=[O:36])[CH2:12]2)(=[O:10])=[O:9])=[CH:4][CH:3]=1. Reported procedure: A 5-mL microwave vial was charged with N-(((2R)-4-((6-chloro-3-pyridinyl)sulfonyl)-1-(5-(2,2,2-trifluoro-1-hydroxy-1-(trifluoromethyl)ethyl)-2-pyrimidinyl)-2-piperazinyl)methyl)-N-phenylmethanesulfonamide (0.134 g, 0.194 mmol, step 1) and 2M NH3 in MeOH (2 mL). The reaction mixture was heated in an Initiator microwave reactor (Biotage AB, Inc., Uppsala, Sweden) at 140° C. for 3 h. Then the mixture was then heated at 130° C. (thermal) for 12 h. The solvent was removed and the crude product was pu... The reactants are CC(=O)c1ccc2c(c1)Sc1ccccc1O2, ClCCl, [Ca+2], O=C(OO)c1cccc(Cl)c1, [OH-], [OH-]. Product: CC(=O)c1ccc2c(c1)S(=O)(=O)c1ccccc1O2. RXN SMILES: [C:1]([CH3:2])(=[O:3])[c:4]1[cH:5][c:6]2[c:15]([cH:16][cH:17]1)[O:14][c:13]1[c:8]([cH:9][cH:10][cH:11][cH:12]1)[S:7]2.[CH2:32]([Cl:33])[Cl:34].[Ca+2:30].[Cl:18][c:19]1[cH:20][c:21]([C:25]([O:26][OH:27])=[O:28])[cH:22][cH:23][cH:24]1.[OH-:29].[OH-:31]>>[C:1]([CH3:2])(=[O:3])[c:4]1[cH:5][c:6]2[c:15]([cH:16][cH:17]1)[O:14][c:13]1[c:8]([cH:9][cH:10][cH:11][cH:12]1)[S:7]2(=[O:29])=[O:31]. Reactants: C(C)(C)(C)OC(NC1=C(C=CC=C1)[Sn](C)(C)C)=O ((2-Trimethylstannyl-phenyl)-carbamic acid tert-butyl ester), ClC1=NC=CN=C1 (2-chloropyrazine), crude product. The reagents and catalysts are C=1C=CC(=CC1)[P](C=2C=CC=CC2)(C=3C=CC=CC3)[Pd]([P](C=4C=CC=CC4)(C=5C=CC=CC5)C=6C=CC=CC6)([P](C=7C=CC=CC7)(C=8C=CC=CC8)C=9C=CC=CC9)[P](C=1C=CC=CC1)(C=1C=CC=CC1)C=1C=CC=CC1 (tetrakis(triphenylphosphine)palladium), [Cu+] (copper (I)). Run in O1CCOCC1 (1,4-dioxane). The product is N1=C(C=NC=C1)C1=C(C=CC=C1)NC(OC(C)(C)C)=O (tert-butyl 2-(2-pyrazinyl)phenylcarbamate). The yield is 61.0%. Reaction SMILES: [C:1]([O:5][C:6](=[O:18])[NH:7][C:8]1[CH:13]=[CH:12][CH:11]=[CH:10][C:9]=1[Sn](C)(C)C)([CH3:4])([CH3:3])[CH3:2].Cl[C:20]1[CH:25]=[N:24][CH:23]=[CH:22][N:21]=1>O1CCOCC1.C1C=CC([P]([Pd]([P](C2C=CC=CC=2)(C2C=CC=CC=2)C2C=CC=CC=2)([P](C2C=CC=CC=2)(C2C=CC=CC=2)C2C=CC=CC=2)[P](C2C=CC=CC=2)(C2C=CC=CC=2)C2C=CC=CC=2)(C2C=CC=CC=2)C2C=CC=CC=2)=CC=1.[Cu+]>[N:21]1[CH:22]=[CH:23][N:24]=[CH:25][C:20]=1[C:9]1[CH:10]=[CH:11][CH:12]=[CH:13][C:8]=1[NH:7][C:6](=[O:18])[O:5][C:1]([CH3:4])([CH3:3])[CH3:2] |^1:35,37,56,75|. Procedure details: (2-Trimethylstannyl-phenyl)-carbamic acid tert-butyl ester (Bioorganic & Medicinal Chemistry,1998, 6,811-823) (1.4 g, 3.93 mmol), 2-chloropyrazine (0.5 g, 4.33 mmol, 1,1 eq), tetrakis(triphenylphosphine)palladium (0.18 g, 0.156 mmol), and copper (I) b (0.022 g, 0.156 mmol), in 1,4-dioxane (10 mL) were heated at 110° C. for 75 min. The reaction mixture was allowed to cool at room temperature. The crude product was adsorbed onto silica gel and purified by column chromatography to give 0.65 g of te... Starting materials: cellulose, C(=C)N1C=NC=C1 (N-vinylimidazole), C(=C)N1C(CCC1)=O (N-vinylpyrrolidone), cellulose, [K] (potassium), polymer d2, [K] (potassium). Solvent: O (water). The product is C=CN1CCN(C1=O)C=C (N,N′-divinylethyleneurea). Reaction SMILES: [K].[CH:2]([N:4]1C=CN=C1)=[CH2:3].[CH:9]([N:11]1[CH2:15][CH2:14]C[C:12]1=[O:16])=[CH2:10]>O>[CH2:10]=[CH:9][N:11]1[C:12](=[O:16])[N:4]([CH:2]=[CH2:3])[CH2:14][CH2:15]1 |^1:0|. Procedure details: A formulation consisting of 70 kg of cellulose, 20 kg of potassium caseinate and 10 kg of polymer d2) having a content of N-vinylimidazole (Vl) of 90% by weight, a content of N-vinylpyrrolidone (VP) of 7% by weight and a content of N,N′-divinylethyleneurea (DVEU) of 3% by weight was prepared by dissolving the potassium caseinate in 400 l of water at 60° C. and suspending the cellulose therein. The suspension was atomized at 185° C. at 70 bar via a single-component nozzle and the polymer was inje... The product is ClC=1C2=C(N=C(N1)C(=O)OCC)SC1=C2CCN(C1)C (ethyl 5,6,7,8-tetrahydro-4-chloro-7-methylpyrido[4′,3′:4,5]thieno[2,3-d]pyrimidine-2-carboxylate). Procedure: 10 g of ethyl 5,6,7,8-tetrahydro-4-oxo-7-methylpyrido[4′,3′:4,5]thieno[2,3-d]pyrimidine-2-carboxylate was added to 60 ml of phosphorus oxychloride, and stirred at 80 to 100° C. for 3 hours. After phosphorus oxychloride was distilled off under reduced pressure, 100 ml of cool water was added to the reaction residue. The reaction solution was made alkaline with an aqueous saturated solution of sodium hydrogen carbonate, and extracted with chloroform. The organic layer was washed with saturated sal... Reaction conditions: temperature 90 celsius, time 3 hour. The reactants are O=C1C2=C(N=C(N1)C(=O)OCC)SC1=C2CCN(C1)C (ethyl 5,6,7,8-tetrahydro-4-oxo-7-methylpyrido[4′,3′:4,5]thieno[2,3-d]pyrimidine-2-carboxylate), P(=O)(Cl)(Cl)Cl (phosphorus oxychloride). Reaction SMILES: O=[C:2]1[NH:7][C:6]([C:8]([O:10][CH2:11][CH3:12])=[O:9])=[N:5][C:4]2[S:13][C:14]3[CH2:19][N:18]([CH3:20])[CH2:17][CH2:16][C:15]=3[C:3]1=2.P(Cl)(Cl)([Cl:23])=O>>[Cl:23][C:2]1[C:3]2[C:15]3[CH2:16][CH2:17][N:18]([CH3:20])[CH2:19][C:14]=3[S:13][C:4]=2[N:5]=[C:6]([C:8]([O:10][CH2:11][CH3:12])=[O:9])[N:7]=1. Product: COc1cc(NC(=O)OC(C)(C)C)c(NC(=O)CC(=O)c2ccnc(C#N)c2)cc1-c1ccccc1F. Reactants: COc1cc(NC(=O)OC(C)(C)C)c(N)cc1-c1ccccc1F, CC(C)(C)OC(=O)CC(=O)c1ccnc(C#N)c1. RXN SMILES: [C:1]([CH3:2])([CH3:3])([CH3:4])[O:5][C:6]([NH:7][c:8]1[cH:9][c:10]([O:22][CH3:23])[c:11](-[c:15]2[c:16]([F:21])[cH:17][cH:18][cH:19][cH:20]2)[cH:12][c:13]1[NH2:14])=[O:24].[C:25]([CH3:27])([CH3:28])([O:29][C:30](=[O:26])[CH2:31][C:32](=[O:33])[c:34]1[cH:35][c:36]([C:40]#[N:41])[n:37][cH:38][cH:39]1)[CH3:42]>>[C:1]([CH3:2])([CH3:3])([CH3:4])[O:5][C:6]([NH:7][c:8]1[cH:9][c:10]([O:22][CH3:23])[c:11](-[c:15]2[c:16]([F:21])[cH:17][cH:18][cH:19][cH:20]2)[cH:12][c:13]1[NH:14][C:30](=[O:29])[CH2:31][C:32](=[O:33])[c:34]1[cH:35][c:36]([C:40]#[N:41])[n:37][cH:38][cH:39]1)=[O:24].